Dataset: the Open Reaction Database (ORD), a public repository of structured organic reaction records. Task: describe an organic reaction: reactants, conditions, products, and yield The reactants are C(CO)(=O)OCCCC (n-butyl glycolate), S(O)(O)(=O)=O (sulfuric acid), iece-acetone, CC(C)=C (isobutylene). Solvent: C(Cl)Cl (methylene chloride). Reaction conditions: time 3 day. Product: C(C)(C)(C)OCC(=O)OCCCC (n-Butyl 2-tert-butoxyacetate). RXN SMILES: [CH3:1][C:2](=[CH2:4])[CH3:3].[C:5]([O:9][CH2:10][CH2:11][CH2:12][CH3:13])(=[O:8])[CH2:6][OH:7].S(=O)(=O)(O)O>C(Cl)Cl>[C:2]([O:7][CH2:6][C:5]([O:9][CH2:10][CH2:11][CH2:12][CH3:13])=[O:8])([CH3:3])([CH3:1])[CH3:4]. Reported procedure: A 500-ml, thick-walled Erlenynmeyer flask equipped with a magnetic stirring bar was cooled to -78° C. (dry iece-acetone bath) and charged with isobutylene (150 ml). Then, n-butyl glycolate (20.0 g, 0.151 mol) and 50 ml of methylene chloride was added along with 1 ml of concentrated sulfuric acid. The cold bath was removed and the mixture stirred for 3 days at room temperature. The reaction was quenched with 50 ml of saturated sodium bicarbonate and the product extracted with ether. The ether lay... Procedure: The Sulfonamide of Step One, 3-phenylsulfamoylthiophene-2-carboxylic acid methyl ester, was dissolved in dry dichloromethane and N,N-diisopropyl ethylamine. The resulting mixture was chilled to 0° C. prior to the addition of bromomethyl methyl ether. The reaction mixture was stirred over night at room temperature. The mixture was partitioned between dichloromethane and aqueous HCl (2N). The organic layer will then be washed one time with saturated sodium chloride solution and dried over sodium s... Reaction conditions: temperature 0 celsius. The reactants are COC(=O)C=1SC=CC1S(NC1=CC=CC=C1)(=O)=O (3-phenylsulfamoylthiophene-2-carboxylic acid methyl ester), COC(=O)C=1SC=CC1S(NC1=CC=CC=C1)(=O)=O (3-phenylsulfamoylthiophene-2-carboxylic acid methyl ester), COCBr (bromomethyl methyl ether). Yields the product desired product, COC(=O)C=1SC=CC1S(N(C1=CC=CC=C1)COC)(=O)=O (3-(N-methoxymethyl-N-phenylsulfamoyl)thiophene-2-carboxylic acid methyl ester). As a reaction SMILES: [CH3:1][O:2][C:3]([C:5]1[S:6][CH:7]=[CH:8][C:9]=1[S:10](=[O:19])(=[O:18])[NH:11][C:12]1[CH:17]=[CH:16][CH:15]=[CH:14][CH:13]=1)=[O:4].[CH3:20][O:21][CH2:22]Br>ClCCl.C(N(CC)C(C)C)(C)C>[CH3:1][O:2][C:3]([C:5]1[S:6][CH:7]=[CH:8][C:9]=1[S:10](=[O:19])(=[O:18])[N:11]([CH2:20][O:21][CH3:22])[C:12]1[CH:17]=[CH:16][CH:15]=[CH:14][CH:13]=1)=[O:4]. Solvent: ClCCl (dichloromethane), C(C)(C)N(C(C)C)CC (N,N-diisopropyl ethylamine). Starting materials: 2-l, crude product, O=O (oxygen), 3,7,11-trimethyl-6,10-dien-1-in-3, N1=CC=CC=C1 (pyridine). The reagents and catalysts are [Ni] (nickel), C(C)(=O)[O-].[Cu+2].C(C)(=O)[O-] (copper acetate), [Ni] (nickel). The solvent is CCCCCCC (n-heptane), CCCCCCC (n-heptane). Reaction conditions: time 5 hour. Product: CC(C)CCCC(C)CCCC(C)CCCCC(C)CCCC(C)CCCC(C)C (squalane). RXN SMILES: N1[CH:6]=[CH:5][CH:4]=[CH:3][CH:2]=1.O=O>[Ni].C([O-])(=O)C.[Cu+2].C([O-])(=O)C.CCCCCCC>[CH3:2][CH:3]([CH2:4][CH2:5][CH2:6][CH:3]([CH2:4][CH2:5][CH2:6][CH:3]([CH2:4][CH2:5][CH2:6][CH2:2][CH:3]([CH2:4][CH2:5][CH2:6][CH:3]([CH2:4][CH2:5][CH2:6][CH:3]([CH3:4])[CH3:2])[CH3:2])[CH3:6])[CH3:2])[CH3:2])[CH3:5] |f:3.4.5|. Reported procedure: In a 2-l. three-necked and round-bottomed flask were placed 220 g of 3,7,11-trimethyl-6,10-dien-1-in-3-ol, 1 g of copper acetate, 20.2 ml of pyridine and 440 ml of n-heptane. The mixture was stirred at temperatures of 60°~70°C for 5 hours by passing oxygen. The reaction mixture was washed with a 3N-H2SO4 -solution and then with a 10 % aqueous sodium chloride solution respectively three times and the n-heptane was distilled off to give 348 g of a crude product. A 100 g portion of this crude produ... The reactants are O=C([O-])[O-], CN(C)C=O, Clc1ncnn2cccc12, O=[N+]([O-])c1ccc(O)c(F)c1, [K+], [K+]. Yields the product O=[N+]([O-])c1ccc(Oc2ncnn3cccc23)c(F)c1. RXN SMILES: [C:22](=[O:23])([O-:24])[O-:25].[CH3:28][N:29]([CH3:30])[CH:31]=[O:32].[Cl:1][c:2]1[n:3][cH:4][n:5][n:6]2[c:7]1[cH:8][cH:9][cH:10]2.[F:11][c:12]1[c:13]([OH:21])[cH:14][cH:15][c:16]([N+:18](=[O:19])[O-:20])[cH:17]1.[K+:26].[K+:27]>>[c:2]1([O:21][c:13]2[c:12]([F:11])[cH:17][c:16]([N+:18](=[O:19])[O-:20])[cH:15][cH:14]2)[n:3][cH:4][n:5][n:6]2[c:7]1[cH:8][cH:9][cH:10]2.